From a dataset of the Open Reaction Database (ORD), a public repository of structured organic reaction records. describe an organic reaction: reactants, conditions, products, and yield Reactants: CCO, Cl, [K+], [K+], NO, O=C([O-])[O-], O, N#Cc1cc2cnccc2o1. The product is N=C(NO)c1cc2cnccc2o1. Reaction SMILES: [CH3:22][CH2:23][OH:24].[ClH:3].[K+:4].[K+:5].[NH2:1][OH:2].[O-:6][C:7]([O-:8])=[O:9].[OH2:21].[o:10]1[c:11]([C:19]#[N:20])[cH:12][c:13]2[cH:14][n:15][cH:16][cH:17][c:18]12>>[NH:1]([OH:2])[C:19]([c:11]1[o:10][c:18]2[c:13]([cH:12]1)[cH:14][n:15][cH:16][cH:17]2)=[NH:20]. Reactants: CC(C)(C)OC(=O)N1CCC(OS(C)(=O)=O)CC1, O=C([O-])[O-], CN(C)C=O, [K+], [K+], [Na+], [OH-], Oc1ccc(I)cc1. Yields the product CC(C)(C)OC(=O)N1CCC(Oc2ccc(I)cc2)CC1. Reaction SMILES: [C:15]([CH3:16])([CH3:17])([CH3:18])[O:19][C:20](=[O:21])[N:22]1[CH2:23][CH2:24][CH:25]([O:28][S:29]([CH3:30])(=[O:31])=[O:32])[CH2:26][CH2:27]1.[C:1](=[O:2])([O-:3])[O-:4].[CH3:35][N:36]([CH3:37])[CH:38]=[O:39].[K+:5].[K+:6].[Na+:34].[OH-:33].[OH:7][c:8]1[cH:9][cH:10][c:11]([I:12])[cH:13][cH:14]1>>[O:7]([c:8]1[cH:9][cH:10][c:11]([I:12])[cH:13][cH:14]1)[CH:25]1[CH2:24][CH2:23][N:22]([C:20]([O:19][C:15]([CH3:16])([CH3:17])[CH3:18])=[O:21])[CH2:27][CH2:26]1. RXN SMILES: [Br-:30].[CH2:112]1[O:113][CH2:114][CH2:115][CH2:116]1.[CH2:31]([CH2:32][CH3:33])[Zn+:34].[CH:1]([CH3:2])([CH3:3])[O:4][C:5](=[O:6])[N:7]1[CH2:8][CH2:9][CH:10]([O:13][c:14]2[n:15][cH:16][n:17][c:18]([NH:22][c:23]3[cH:24][n:25][c:26]([Cl:29])[cH:27][cH:28]3)[c:19]2[C:20]#[N:21])[CH2:11][CH2:12]1.[c:35]1([PH:36]([Pd:37]([PH:38]([c:39]2[cH:40][cH:41][cH:42][cH:43][cH:44]2)([c:45]2[cH:46][cH:47][cH:48][cH:49][cH:50]2)[c:51]2[cH:52][cH:53][cH:54][cH:55][cH:56]2)([PH:57]([c:58]2[cH:59][cH:60][cH:61][cH:62][cH:63]2)([c:64]2[cH:65][cH:66][cH:67][cH:68][cH:69]2)[c:70]2[cH:71][cH:72][cH:73][cH:74][cH:75]2)[PH:76]([c:77]2[cH:78][cH:79][cH:80][cH:81][cH:82]2)([c:83]2[cH:84][cH:85][cH:86][cH:87][cH:88]2)[c:89]2[cH:90][cH:91][cH:92][cH:93][cH:94]2)([c:95]2[cH:96][cH:97][cH:98][cH:99][cH:100]2)[c:101]2[cH:102][cH:103][cH:104][cH:105][cH:106]2)[cH:107][cH:108][cH:109][cH:110][cH:111]1>>[CH:1]([CH3:2])([CH3:3])[O:4][C:5](=[O:6])[N:7]1[CH2:8][CH2:9][CH:10]([O:13][c:14]2[n:15][cH:16][n:17][c:18]([NH:22][c:23]3[cH:24][n:25][c:26]([CH2:31][CH2:32][CH3:33])[cH:27][cH:28]3)[c:19]2[C:20]#[N:21])[CH2:11][CH2:12]1. The product is CCCc1ccc(Nc2ncnc(OC3CCN(C(=O)OC(C)C)CC3)c2C#N)cn1. Reactants: [Br-], C1CCOC1, CCC[Zn+], CC(C)OC(=O)N1CCC(Oc2ncnc(Nc3ccc(Cl)nc3)c2C#N)CC1, c1ccc([PH](c2ccccc2)(c2ccccc2)[Pd]([PH](c2ccccc2)(c2ccccc2)c2ccccc2)([PH](c2ccccc2)(c2ccccc2)c2ccccc2)[PH](c2ccccc2)(c2ccccc2)c2ccccc2)cc1. Starting materials: BrC1=CN=C(S1)C=1C=CC2=C(CC3CCC(C2)C32NS(N(C2)CC(F)(F)F)(=O)=O)C1 (2′,3′,4′,5,5′,6,7,8,9,10-Decahydro-2-(5-bromothiazol-2-yl)-5′-(2,2,2-trifluoroethyl)-spiro[6,9-methanobenzocyclooctene-11,3′-[1,2,5]thiadiazole]1′,1′-dioxide), FC(C1=CC=C(C=C1)B(O)O)(F)F (4-trifluoromethylbenzeneboronic acid). The product is FC(C1=CC=C(C=C1)C1=CN=C(S1)C=1C=CC2=C(CC3CCC(C2)C32NS(N(C2)CC(F)(F)F)(=O)=O)C1)(F)F (2′,3′,4′,5,5′,6,7,8,9,10-Decahydro-2-(5-(4-trifluoromethylphenyl)-thiazol-2-yl)-5′-(2,2,2-trifluoroethyl)-spiro[6,9-methanobenzocyclooctene-11,3′-[1,2,5]thiadiazole]1′,1′-dioxide). Reaction SMILES: Br[C:2]1[S:6][C:5]([C:7]2[CH:8]=[CH:9][C:10]3[CH2:17][CH:16]4[C:18]5([CH2:22][N:21]([CH2:23][C:24]([F:27])([F:26])[F:25])[S:20](=[O:29])(=[O:28])[NH:19]5)[CH:13]([CH2:14][CH2:15]4)[CH2:12][C:11]=3[CH:30]=2)=[N:4][CH:3]=1.[F:31][C:32]([F:43])([F:42])[C:33]1[CH:38]=[CH:37][C:36](B(O)O)=[CH:35][CH:34]=1>>[F:31][C:32]([F:43])([F:42])[C:33]1[CH:38]=[CH:37][C:36]([C:2]2[S:6][C:5]([C:7]3[CH:8]=[CH:9][C:10]4[CH2:17][CH:16]5[C:18]6([CH2:22][N:21]([CH2:23][C:24]([F:27])([F:26])[F:25])[S:20](=[O:29])(=[O:28])[NH:19]6)[CH:13]([CH2:14][CH2:15]5)[CH2:12][C:11]=4[CH:30]=3)=[N:4][CH:3]=2)=[CH:35][CH:34]=1. Procedure details: Prepared using the bromide from Example 36 Step 2 and 4-trifluoromethylbenzeneboronic acid by the method described for Example 36 Step 3. MS (ES+) 588 ([MH]+). Yield: 47.4%. Procedure details: Triethylamine (5.2 mL) and magnesium chloride (4.3 g) were added to dry acetonitrile (30 mL) solution of cyanoacetic acid (1.6 g), and the mixture was vigorously stirred at room temperature for 23 hours under an atmosphere of argon. Next, a catalytically effective amount of N,N-dimethylaminopyridine and 1,1′-carbonyldiimidazole (1.34 g) were added to anhydrous tetrahydrofuran (20 mL) suspension of 2-(2-phenylethyl)benzimidazole-4-carboxylic acid (2.0 g) obtained in Reference Example 3, and the m... Starting materials: Cl (hydrochloric acid), N,N-dimethylaminopyridine, C(=O)(N1C=NC=C1)N1C=NC=C1 (1,1′-carbonyldiimidazole), C1(=CC=CC=C1)CCC=1NC2=C(N1)C=CC=C2C(=O)O (2-(2-phenylethyl)benzimidazole-4-carboxylic acid), [Cl-].[Mg+2].[Cl-] (magnesium chloride), C(#N)CC(=O)O (cyanoacetic acid), C(#N)CC(=O)O (cyanoacetic acid), magnesium salt, C([O-])(O)=O.[Na+] (sodium bicarbonate). As a reaction SMILES: [Cl-].[Mg+2].[Cl-].[C:4]([CH2:6][C:7]([OH:9])=O)#[N:5].C(N1C=CN=C1)(N1C=CN=C1)=O.[C:22]1([CH2:28][CH2:29][C:30]2[NH:31][C:32]3[C:38](C(O)=O)=[CH:37][CH:36]=[CH:35][C:33]=3[N:34]=2)[CH:27]=[CH:26][CH:25]=[CH:24][CH:23]=1.Cl.C(=O)(O)[O-].[Na+]>O1CCCC1.C(#N)C.C(N(CC)CC)C>[C:22]1([CH2:28][CH2:29][C:30]2[NH:34][C:33]3[C:35]([C:7](=[O:9])[CH2:6][C:4]#[N:5])=[CH:36][CH:37]=[CH:38][C:32]=3[N:31]=2)[CH:23]=[CH:24][CH:25]=[CH:26][CH:27]=1 |f:0.1.2,7.8|. Solvent: O1CCCC1 (tetrahydrofuran), ice water, C(C)#N (acetonitrile), C(C)N(CC)CC (Triethylamine). Product: C1(=CC=CC=C1)CCC=1NC2=C(N1)C=CC=C2C(CC#N)=O (3-(2-(2-phenylethyl)benzimidazol-4-yl)-3-oxopropionitrile). Conditions: time 23 hour.